From a dataset of the Open Reaction Database (ORD), a public repository of structured organic reaction records. describe an organic reaction: reactants, conditions, products, and yield The reactants are N(=[N+]=[N-])C[C@@H]1C[C@@H](C(O1)=O)NC(OC(C)(C)C)=O (racemic tert-butyl (3S,5S)-5-(azidomethyl)-2-oxo-tetrahydrofuran-3-ylcarbamate), Pd on-carbon. Solvent: CO (methanol). Run at time 4 hour. Yields the product OC1CC(C(NC1)=O)NC(OC(C)(C)C)=O (tert-butyl 5-hydroxy-2-oxopiperidin-3-ylcarbamate). Yield: 93.8%. Reaction SMILES: [N:1]([CH2:4][C@H:5]1[O:9][C:8](=[O:10])[C@@H:7]([NH:11][C:12](=[O:18])[O:13][C:14]([CH3:17])([CH3:16])[CH3:15])[CH2:6]1)=[N+]=[N-]>CO>[OH:9][CH:5]1[CH2:4][NH:1][C:8](=[O:10])[CH:7]([NH:11][C:12](=[O:18])[O:13][C:14]([CH3:17])([CH3:16])[CH3:15])[CH2:6]1. Procedure details: To a stirred, argon-purged solution of compound 1B, (7.20 g, 28.1 mmol) in 150 mL of methanol at room temperature was added 10% Pd-on-carbon (1.0 g). The reaction mixture was purged, evacuated twice with argon and stirred under a hydrogen balloon near atmospheric pressure for 4 h. The slurry was purged with argon, filtered through a 0.45μ nylon filter and the filtrate evaporated to give the title compound (6.07 gm, 94%) as a gray solid, 95:5 diastereomeric mixture by HPLC. MS [M+Na]+: found 253. Reactants: CC=1SC2=C(N1)C=C(C=C2)N (2-Methyl-benzothiazol-5-ylamine), [Br-] (bromide), N1C=NC2=C1C=CC=C2 (1H-benzoimidazole), CC(C)([O-])C.[K+] (potassium tert-butoxide). Run in TBF. Run at time 4 hour. Product: N1(C=NC2=C1C=CC=C2)CC(=O)NC=2C=CC1=C(N=C(S1)C)C2 (2-(1H-Benzimidazol-1-yl)-N-(2-methyl-1,3-benzothiazol-5-yl)acetamide). Isolated yield 6.2%. As a reaction SMILES: [CH3:1][C:2]1[S:3][C:4]2[CH:10]=[CH:9][C:8]([NH2:11])=[CH:7][C:5]=2[N:6]=1.[Br-].[NH:13]1[C:17]2[CH:18]=[CH:19][CH:20]=[CH:21][C:16]=2[N:15]=[CH:14]1.[CH3:22][C:23](C)([O-:25])C.[K+]>>[N:13]1([CH2:22][C:23]([NH:11][C:8]2[CH:9]=[CH:10][C:4]3[S:3][C:2]([CH3:1])=[N:6][C:5]=3[CH:7]=2)=[O:25])[C:17]2[CH:18]=[CH:19][CH:20]=[CH:21][C:16]=2[N:15]=[CH:14]1 |f:3.4|. Procedure: 2-Methyl-benzothiazol-5-ylamine (32 mg, 0.2 mmol) and bromoacethyl bromide were added to a suspension of (N,N-diisopropyl)aminomethylpolystyrene resin (170 mg) in anhydrous TBF (2 mL) and the reaction mixture was shaken for 4 h at ambient temperature. The resin was then filtered off. 1H-benzoimidazole (35 mg, 0.3 mmol) and potassium tert-butoxide (0.36 mL of 1 M solution in THF, 0.36 mmol,) were added and the mixture was stirred at 55° C. for 24 h. The crude product was purified on a preparative... The reactants are COC1=CC=C(CC=2OC(=O)C3=CC=CC=C3C2)C=C1 (3-(4-methoxybenzyl)isocoumarin), N (ammonia). Reaction conditions: temperature 150 celsius. Product: COC1=CC=C(CC=2NC(C3=CC=CC=C3C2)=O)C=C1 (3-(4-methoxybenzyl)-1-isoquinolinone). The yield is 12.0%. As a reaction SMILES: [CH3:1][O:2][C:3]1[CH:20]=[CH:19][C:6]([CH2:7][C:8]2[O:9][C:10]([C:12]3[C:17]([CH:18]=2)=[CH:16][CH:15]=[CH:14][CH:13]=3)=O)=[CH:5][CH:4]=1.[NH3:21]>>[CH3:1][O:2][C:3]1[CH:20]=[CH:19][C:6]([CH2:7][C:8]2[NH:21][C:10](=[O:9])[C:12]3[C:17]([CH:18]=2)=[CH:16][CH:15]=[CH:14][CH:13]=3)=[CH:5][CH:4]=1. Reported procedure: A stirred suspension of 3-(4-methoxybenzyl)isocoumarin (0.35 g, 1.3 mmol) in 15% methanolic ammonia solution (100 ml) was heated at 150° C. in a 300 ml autoclave for 5 hours then cooled to ambient temperature. The resulting solid was collected by filtration, washed with a little cold methanol and dried in vacuo to give 3-(4-methoxybenzyl)-1-isoquinolinone (0.04 g, 12%) as a solid; m.pt. 216-218° C.; δH 3.80 (3H, s), 3.85 (2H, s), 6.25 (1H, s), 6.90 (2H, d, J=8.2 Hz), 7.30 (2H, d), 7.30-7.60 (3H,... The reactants are IC[C@@H]1[C@@H](C[C@@H](O1)N1C(=O)NC(=O)C(C)=C1)O (1-(2,5-dideoxy-5-iodo-β-D-threo-pentofuranosyl)thymine), C(C)(=O)OC(C)=O (acetic anhydride). Run in N1=CC=CC=C1 (pyridine). Run at time 17 hour. Product: C(C)(=O)O[C@@H]1C[C@@H](O[C@@H]1CI)N1C(=O)NC(=O)C(C)=C1 (1-(3-O-acetyl-2,5-dideoxy-5-iodo-β-D-threo-pentofuranosyl)thymine). Yield: 77.0%. Reaction SMILES: [I:1][CH2:2][C@H:3]1[O:7][C@@H:6]([N:8]2[CH:16]=[C:14]([CH3:15])[C:12](=[O:13])[NH:11][C:9]2=[O:10])[CH2:5][C@H:4]1[OH:17].[C:18](OC(=O)C)(=[O:20])[CH3:19]>N1C=CC=CC=1>[C:18]([O:17][C@H:4]1[C@@H:3]([CH2:2][I:1])[O:7][C@@H:6]([N:8]2[CH:16]=[C:14]([CH3:15])[C:12](=[O:13])[NH:11][C:9]2=[O:10])[CH2:5]1)(=[O:20])[CH3:19]. Reported procedure: To a stirred solution of 1-(2,5-dideoxy-5-iodo-β-D-threo-pentofuranosyl)thymine (for preparation see ref. J. Org. Chem. 1964, 29, 2076) (5.1 g, 14.5 mmol) in anhydrous pyridine (50 mL) at 0° C. under argon was added acetic anhydride (7.0 ml, 75.4 mmol). The reaction mixture was stirred at room temperature for 17 h. The reaction mixture was cooled with ice bath and quenched by slow addition of water (15 mL). The reaction mixture was stirred for 30 min and concentrated to dryness, and co-evaporate... Starting materials: O=C([O-])[O-], C[S-], O=[N+]([O-])c1ccc(O)cc1F, [K+], [K+], [Na+], CN(C)C=O, O. Product: CSc1cc(O)ccc1[N+](=O)[O-]. As a reaction SMILES: [C:15](=[O:16])([O-:17])[O-:18].[CH3:12][S-:13].[F:1][c:2]1[cH:3][c:4]([OH:11])[cH:5][cH:6][c:7]1[N+:8](=[O:9])[O-:10].[K+:19].[K+:20].[Na+:14].[O:22]=[CH:23][N:24]([CH3:25])[CH3:26].[OH2:21]>>[c:2]1([S:13][CH3:12])[cH:3][c:4]([OH:11])[cH:5][cH:6][c:7]1[N+:8](=[O:9])[O-:10]. The reactants are CSC1=NC=C(C(=N1)Cl)C(=O)Cl (2-methylthio-4-chloropyrimidine-5-carbonylchloride), Cl (hydrochloric acid), ice water, C(C)OC(CC(=O)O)=O (malonic acid monoethyl ester), resultant mixture, C[Mg]Br (methylmagnesium bromide). Run in O1CCCC1 (tetrahydrofuran), O1CCCC1 (tetrahydrofuran), CCOCC (ether). Reaction conditions: time 2 hour. Yields the product C(C)OC(CC(=O)C=1C(=NC(=NC1)SC)Cl)=O (3-(2-methylthio-4-chloropyrimidin-5-yl)-3-oxopropionic acid ethyl ester). Yield: 75.5%. RXN SMILES: [CH2:1]([O:3][C:4](=[O:9])[CH2:5][C:6]([OH:8])=O)[CH3:2].C[Mg]Br.[CH3:13][S:14][C:15]1[N:20]=[C:19]([Cl:21])[C:18](C(Cl)=O)=[CH:17][N:16]=1.Cl>O1CCCC1.CCOCC>[CH2:1]([O:3][C:4](=[O:9])[CH2:5][C:6]([C:18]1[C:19]([Cl:21])=[N:20][C:15]([S:14][CH3:13])=[N:16][CH:17]=1)=[O:8])[CH3:2]. Procedure details: A solution of malonic acid monoethyl ester (12.3 g) dissolved in tetrahydrofuran (80 ml) was cooled with ice, and then, to the resulting solution, a solution of methylmagnesium bromide (3M) in ether (64 ml) was added dropwise. After the resultant mixture was stirred for 20 minutes, a solution of 2-methylthio-4-chloropyrimidine-5-carbonylchloride (8.6 g) dissolved in tetrahydrofuran (100 ml) was added dropwise to the mixture, which was then stirred for two hours at a room temperature. This reacti...